From a dataset of the Open Reaction Database (ORD), a public repository of structured organic reaction records. describe an organic reaction: reactants, conditions, products, and yield Reactants: C(C=C)N(C1=CC(=C(C(=C1)F)C=1C=NC=CC1)F)C(=O)OCC1=CC=CC=C1 (N-Allyl-N-carbobenzyloxy-4-(3-pyridyl)-3,5-difluoroaniline), N1=CC=CC=C1 (pyridine), II (iodine). Run in C(Cl)(Cl)Cl (chloroform). Run at time 1.5 hour. The product is ICC1CN(C(O1)=O)C1=CC(=C(C(=C1)F)C=1C=NC=CC1)F ((±)-5-(Iodomethyl)-3-[4-(3-pyridyl)-3,5-difluorophenyl]-2-oxazolidinone). RXN SMILES: [CH2:1]([N:4]([C:19]([O:21][CH2:22][C:23]1C=CC=CC=1)=[O:20])[C:5]1[CH:10]=[C:9]([F:11])[C:8]([C:12]2[CH:13]=[N:14][CH:15]=[CH:16][CH:17]=2)=[C:7]([F:18])[CH:6]=1)C=C.N1C=CC=CC=1.[I:35]I>C(Cl)(Cl)Cl>[I:35][CH2:23][CH:22]1[O:21][C:19](=[O:20])[N:4]([C:5]2[CH:6]=[C:7]([F:18])[C:8]([C:12]3[CH:13]=[N:14][CH:15]=[CH:16][CH:17]=3)=[C:9]([F:11])[CH:10]=2)[CH2:1]1. Procedure: N-Allyl-N-carbobenzyloxy-4-(3-pyridyl)-3,5-difluoroaniline (PREPARATION 4, 496 mg 1.31 mmol) in chloroform (25 ml), pyridine (1.58 ml, 19.6 mmol, 15 eq) and iodine (4.97 g, 19.6 mmol, 15 eq) are combined. The resulting mixture is placed under an atmosphere of nitrogen and heated to 50° with stirring. After 1.5 hr, the reaction is decanted into chloroform (70 ml). The remaining sludge is rinsed with chloroform (3×15 ml). The combined organics are washed with sodium thiosulfate (20%), then brine, ... Reactants: COc1ccc(CC(C)=O)cc1OC, NC(=O)C1=CN(C2OC(COP(=O)(O)OP(=O)(O)OCC3OC(n4cnc5c(N)ncnc54)C(OP(=O)(O)O)C3O)C(O)C2O)C=CC1. Yields the product COc1ccc(CC(C)O)cc1OC. RXN SMILES: [CH3:49][O:50][c:51]1[cH:52][c:53]([CH2:59][C:60]([CH3:61])=[O:62])[cH:54][cH:55][c:56]1[O:57][CH3:58].[NH2:1][C:2]([C:3]1=[CH:47][N:7]([CH:8]2[CH:9]([OH:10])[CH:11]([OH:12])[CH:13]([CH2:14][O:15][P:16]([O:17][P:18]([O:19][CH2:20][CH:21]3[CH:22]([OH:23])[CH:24]([O:25][P:26](=[O:27])([OH:28])[OH:29])[CH:30]([n:31]4[c:32]5[c:33]([c:34]([NH2:38])[n:35][cH:36][n:37]5)[n:39][cH:40]4)[O:41]3)(=[O:42])[OH:43])(=[O:44])[OH:45])[O:46]2)[CH:6]=[CH:5][CH2:4]1)=[O:48]>>[CH3:49][O:50][c:51]1[cH:52][c:53]([CH2:59][CH:60]([CH3:61])[OH:62])[cH:54][cH:55][c:56]1[O:57][CH3:58]. The reactants are CN(C)C=O, O=C1CCC(=O)N1Cl, ON=Cc1cnccc1Cl, O. The product is ON=C(Cl)c1cnccc1Cl. As a reaction SMILES: [CH3:20][N:21]([CH3:22])[CH:23]=[O:24].[Cl:11][N:12]1[C:13](=[O:14])[CH2:15][CH2:16][C:17]1=[O:18].[Cl:1][c:2]1[c:3]([CH:8]=[N:9][OH:10])[cH:4][n:5][cH:6][cH:7]1.[OH2:19]>>[Cl:1][c:2]1[c:3]([C:8](=[N:9][OH:10])[Cl:11])[cH:4][n:5][cH:6][cH:7]1.